From a dataset of the Open Reaction Database (ORD), a public repository of structured organic reaction records. describe an organic reaction: reactants, conditions, products, and yield Starting materials: ClN1C(N(C(N(C1=O)Cl)=O)Cl)=O (Trichloroisocyanuric acid), C(=O)NC=1SC=C(N1)C(C(=O)OCC)=NOC (ethyl 2-(2-formamidothiazol-4-yl)-2-methoxyiminoacetate), O (water). Solvent: CN(C=O)C (dimethylformamide). Conditions: time 2 hour. Product: C(=O)NC=1SC(=C(N1)C(C(=O)OCC)=NOC)Cl (ethyl 2-(2-formamido-5-chlorothiazol-4-yl)-2-methoxyiminoacetate). Yield: 224.7%. Reaction SMILES: [Cl:1]N1C(=O)N(Cl)C(=O)N(Cl)C1=O.[CH:13]([NH:15][C:16]1[S:17][CH:18]=[C:19]([C:21](=[N:27][O:28][CH3:29])[C:22]([O:24][CH2:25][CH3:26])=[O:23])[N:20]=1)=[O:14].O>CN(C)C=O>[CH:13]([NH:15][C:16]1[S:17][C:18]([Cl:1])=[C:19]([C:21](=[N:27][O:28][CH3:29])[C:22]([O:24][CH2:25][CH3:26])=[O:23])[N:20]=1)=[O:14]. Procedure details: Trichloroisocyanuric acid (6.7 g.) was added portionwise to a chilled solution of ethyl 2-(2-formamidothiazol-4-yl)-2-methoxyiminoacetate (syn isomer, 20.0 g.) in dry dimethylformamide (400 ml.) and stirred at room temperature for 2 hrs. The reaction mixture was poured into chilled water (2 l.), and the precipitates were collected by filtration, washed with water and dried to give ethyl 2-(2-formamido-5-chlorothiazol-4-yl)-2-methoxyiminoacetate (syn isomer, 18.9 g.). Starting materials: CC(=O)SCCN, CC(=O)NC(CSC(c1ccccc1)(c1ccccc1)c1ccccc1)C(=O)O, Cl, NC(CS)C(=O)O. Product: CC(=O)NC(CSC(c1ccccc1)(c1ccccc1)c1ccccc1)C(=O)NCCSC(C)=O. As a reaction SMILES: [C:38]([CH3:39])(=[O:40])[S:41][CH2:42][CH2:43][NH2:44].[C:8]([CH3:9])(=[O:10])[NH:11][CH:12]([CH2:13][S:14][C:15]([c:16]1[cH:17][cH:18][cH:19][cH:20][cH:21]1)([c:22]1[cH:23][cH:24][cH:25][cH:26][cH:27]1)[c:28]1[cH:29][cH:30][cH:31][cH:32][cH:33]1)[C:34](=[O:35])[OH:36].[ClH:37].[NH2:1][CH:2]([C:3](=[O:4])[OH:5])[CH2:6][SH:7]>>[C:8]([CH3:9])(=[O:10])[NH:11][CH:12]([CH2:13][S:14][C:15]([c:16]1[cH:17][cH:18][cH:19][cH:20][cH:21]1)([c:22]1[cH:23][cH:24][cH:25][cH:26][cH:27]1)[c:28]1[cH:29][cH:30][cH:31][cH:32][cH:33]1)[C:34](=[O:35])[NH:44][CH2:43][CH2:42][S:41][C:38]([CH3:39])=[O:40].